From a dataset of the Open Reaction Database (ORD), a public repository of structured organic reaction records. describe an organic reaction: reactants, conditions, products, and yield Conditions: time 5 minute. Yields the product ClC1=CC(=NC(=C1Cl)Cl)C(=O)O (4,5,6-trichloropicolinic Acid). Reaction SMILES: CC1N=C(C2C=CC=C(C)N=2)C=CC=1.CC1C=CN=C(C2C=C(C)C=CN=2)C=1.CC1C=C2C(N=CC=C2)=C2C=1C=CC=N2.Cl[C:45]1[C:46]([C:54]([OH:56])=[O:55])=[N:47][C:48]([Cl:53])=[C:49]([Cl:52])[C:50]=1[Cl:51]>[Zn].C(#N)C>[Cl:51][C:50]1[C:49]([Cl:52])=[C:48]([Cl:53])[N:47]=[C:46]([C:54]([OH:56])=[O:55])[CH:45]=1. Reported procedure: Three 8 mL scintillation vials were charged with NiCl2.6H2O (12.0 mg, 0.051 mmol) and one of the following ligands: 6,6′-dimethyl-2,2′-bipyridyl, 4,4′-dimethyl-2,2′-bipyridyl or 5-methyl-1,10-phenanthroline (2:1 ligand/metal ratio). The vials were closed and purged with nitrogen for 5 min, after which the vials were charged with DMF (4.5 mL) and water (0.5 mL). The mixtures were allowed to stir for 5 min. To each of the vials was added zinc dust (0.22 g, 3.4 mmol), and the mixtures were allowed ... Starting materials: CC1=CC(=NC=C1)C1=NC=CC(=C1)C (4,4′-dimethyl-2,2′-bipyridyl), Three, NiCl2.6H2O, CC1=C2C=CC=NC2=C2N=CC=CC2=C1 (5-methyl-1,10-phenanthroline), CC1=CC=CC(=N1)C1=NC(=CC=C1)C (6,6′-dimethyl-2,2′-bipyridyl), ClC=1C(=NC(=C(C1Cl)Cl)Cl)C(=O)O (3,4,5,6-tetrachloropicolinic acid). Reagents/catalysts: [Zn] (zinc). The solvent is C(C)#N (acetonitrile). Reactants: [H-].[Al+3].[Li+].[H-].[H-].[H-] (lithium aluminum hydride), O (water), C1=CC=CC=2OCC3=C(C(C21)C(C(=O)OC)CC=C)C=CC=C3 (methyl 2-[6, 11-dihydro-dibenzo[b,e]oxepin-11-yl]-pent-4-enoate), O (water), [OH-].[Na+] (NaOH). Solvent: C1CCOC1 (THF), C1CCOC1 (THF). Conditions: temperature 0 celsius, time 45 minute. Product: C1=CC=CC=2OCC3=C(C(C21)C(CO)CC=C)C=CC=C3 (2-[6,11-dihydro-dibenzo[b,e]oxepin-11-yl]-pent-4-en-1-ol). Isolated yield 82.8%. RXN SMILES: [CH:1]1[C:11]2[CH:10]([CH:12]([CH2:17][CH:18]=[CH2:19])[C:13](OC)=[O:14])[C:9]3[CH:20]=[CH:21][CH:22]=[CH:23][C:8]=3[CH2:7][O:6][C:5]=2[CH:4]=[CH:3][CH:2]=1.[H-].[Al+3].[Li+].[H-].[H-].[H-].O.[OH-].[Na+]>C1COCC1>[CH:1]1[C:11]2[CH:10]([CH:12]([CH2:17][CH:18]=[CH2:19])[CH2:13][OH:14])[C:9]3[CH:20]=[CH:21][CH:22]=[CH:23][C:8]=3[CH2:7][O:6][C:5]=2[CH:4]=[CH:3][CH:2]=1 |f:1.2.3.4.5.6,8.9|. Reported procedure: Dissolved methyl 2-[6, 11-dihydro-dibenzo[b,e]oxepin-11-yl]-pent-4-enoate (9.00 g, 0.0292 mol) in 100 mL of dry THF, and cooled to 0° C. under a nitrogen atmosphere. Added 1.0M lithium aluminum hydride in THF (29.2 mL, 0.0292 mol) via addition funnel. Stirred at room temperature for 45 mins. Added 1 mL of water, 1 mL of 1N NaOH, then 3 mL of water. Stirred at room temperature for 30 mins. then filtered through celite. Washed celite cake with ethyl acetate. Washed filtrate with saturated NaCl, dr... The reactants are Cl.Cl.C(C)NNCC (1,2-Diethylhydrazine dihydrochloride), BrC1=CC=CC=C1 (bromobenzene), C=1C=CC(=CC1)P(C=2C=CC=CC2)C3=CC=C4C=CC=CC4=C3C5=C6C=CC=CC6=CC=C5P(C=7C=CC=CC7)C=8C=CC=CC8 (BINAP), CC(C)(C)[O-].[Na+] (NaOtBu), C(C)(C)NC(C)C (diisopropylamine). The reagents and catalysts are CC(=O)[O-].CC(=O)[O-].[Pd+2] (Pd(OAc)2). Conditions: temperature 80 celsius. Product: C(C)N(NCC)C1=CC=CC=C1 (N,N′-Diethyl-N-phenylhydrazine). Isolated yield 32.0%. Reaction SMILES: Cl.Cl.[CH2:3]([NH:5][NH:6][CH2:7][CH3:8])[CH3:4].Br[C:10]1[CH:15]=[CH:14][CH:13]=[CH:12][CH:11]=1.C1C=CC(P(C2C(C3C(P(C4C=CC=CC=4)C4C=CC=CC=4)=CC=C4C=3C=CC=C4)=C3C(C=CC=C3)=CC=2)C2C=CC=CC=2)=CC=1.CC([O-])(C)C.[Na+].C(NC(C)C)(C)C>CC([O-])=O.CC([O-])=O.[Pd+2]>[CH2:3]([N:5]([C:10]1[CH:15]=[CH:14][CH:13]=[CH:12][CH:11]=1)[NH:6][CH2:7][CH3:8])[CH3:4] |f:0.1.2,5.6,8.9.10|. Procedure details: 1,2-Diethylhydrazine dihydrochloride (1.2 equiv., 0.6 mmol, 97 mg), bromobenzene (1.0 equiv., 0.5 mmol, 0.05 mL), Pd(OAc)2 (0.05 equiv, 0.025 mmol, 6 mg), BINAP (0.05 equiv., 0.025 mmol, 16 mg), and NaOtBu (3.8 equiv., 1.9 mmol, 183 mg) and diisopropylamine (2 mL) were added to a flame dried test tube which was capped with a septum and purged briefly with argon (˜1 min.) and then heated to 80° C. for 4 hours. The reaction was then cooled to room temperature, diluted with Et2O (2 mL), filtered th... Reactants: CCCCCCCOc1ccc(CCC(C)(C=CC(=O)O)NC(=O)OC(C)(C)C)cc1, CCOC(C)=O. Reaction SMILES: [C:1]([CH3:2])([CH3:3])([CH3:4])[O:5][C:6](=[O:7])[NH:8][C:9]([CH:10]=[CH:11][C:12](=[O:13])[OH:14])([CH2:15][CH2:16][c:17]1[cH:18][cH:19][c:20]([O:23][CH2:24][CH2:25][CH2:26][CH2:27][CH2:28][CH2:29][CH3:30])[cH:21][cH:22]1)[CH3:31].[CH3:32][CH2:33][O:34][C:35]([CH3:36])=[O:37]>>[C:1]([CH3:2])([CH3:3])([CH3:4])[O:5][C:6](=[O:7])[NH:8][C:9]([CH2:10][CH2:11][C:12](=[O:13])[OH:14])([CH2:15][CH2:16][c:17]1[cH:18][cH:19][c:20]([O:23][CH2:24][CH2:25][CH2:26][CH2:27][CH2:28][CH2:29][CH3:30])[cH:21][cH:22]1)[CH3:31]. The product is CCCCCCCOc1ccc(CCC(C)(CCC(=O)O)NC(=O)OC(C)(C)C)cc1. The reactants are CS(=O)(=O)N1CCC(CC1)CN(CCC)C1CC2=CC(=CC=C2CC1)[N+](=O)[O-] ((1-methanesulfonyl-piperidin-4-ylmethyl)-(7-nitro-1,2,3,4-tetrahydro-naphthalen-2-yl)-propyl-amine). Reagents/catalysts: [Pd] (palladium on charcoal). The solvent is C(C)O (ethanol). Reaction conditions: time 24 hour. The product is CS(=O)(=O)N1CCC(CC1)CN(C1CC2=CC(=CC=C2CC1)N)CCC (N-(1-methanesulfonyl-piperidin-4-ylmethyl)-N-propyl-1,2,3,4-tetrahydro-naphthalene-2,7-diamine). The yield is 87.8%. RXN SMILES: [CH3:1][S:2]([N:5]1[CH2:10][CH2:9][CH:8]([CH2:11][N:12]([CH:16]2[CH2:25][CH2:24][C:23]3[C:18](=[CH:19][C:20]([N+:26]([O-])=O)=[CH:21][CH:22]=3)[CH2:17]2)[CH2:13][CH2:14][CH3:15])[CH2:7][CH2:6]1)(=[O:4])=[O:3]>C(O)C.[Pd]>[CH3:1][S:2]([N:5]1[CH2:10][CH2:9][CH:8]([CH2:11][N:12]([CH2:13][CH2:14][CH3:15])[CH:16]2[CH2:25][CH2:24][C:23]3[C:18](=[CH:19][C:20]([NH2:26])=[CH:21][CH:22]=3)[CH2:17]2)[CH2:7][CH2:6]1)(=[O:4])=[O:3]. Reported procedure: To a solution of (1-methanesulfonyl-piperidin-4-ylmethyl)-(7-nitro-1,2,3,4-tetrahydro-naphthalen-2-yl)-propyl-amine (490 mg, 1.20 mmol) in ethanol (30 mL) was added 10% palladium on charcoal (50 mg). The solution was shaken on a Parr shaker for 24 h at 55 psi of H2. The solution was filtered through Celite® and concentrated to afford N-(1-methanesulfonyl-piperidin-4-ylmethyl)-N-propyl-1,2,3,4-tetrahydro-naphthalene-2,7-diamine (400 mg) 85, [M+H]+=380, which was used directly in the next step. Starting materials: NS(=O)(=O)c1cncc(Br)c1, O=C([O-])O, Cc1nc(C(=O)Nc2cc(B3OC(C)(C)C(C)(C)O3)cc3[nH]ncc23)cs1, CC(C)O, [Na+], c1ccc(P(c2ccccc2)(c2ccccc2)[Pd](P(c2ccccc2)(c2ccccc2)c2ccccc2)(P(c2ccccc2)(c2ccccc2)c2ccccc2)P(c2ccccc2)(c2ccccc2)c2ccccc2)cc1. As a reaction SMILES: [Br:28][c:29]1[cH:30][c:31]([S:35](=[O:36])(=[O:37])[NH2:38])[cH:32][n:33][cH:34]1.[C:43](=[O:44])([OH:45])[O-:46].[CH3:1][c:2]1[s:3][cH:4][c:5]([C:7](=[O:8])[NH:9][c:10]2[c:11]3[cH:12][n:13][nH:14][c:15]3[cH:16][c:17]([B:19]3[O:20][C:21]([CH3:22])([CH3:23])[C:24]([CH3:25])([CH3:26])[O:27]3)[cH:18]2)[n:6]1.[CH:39]([OH:40])([CH3:41])[CH3:42].[Na+:47].[cH:48]1[cH:49][cH:50][c:51]([P:52]([Pd:53]([P:54]([c:55]2[cH:56][cH:57][cH:58][cH:59][cH:60]2)([c:61]2[cH:62][cH:63][cH:64][cH:65][cH:66]2)[c:67]2[cH:68][cH:69][cH:70][cH:71][cH:72]2)([P:73]([c:74]2[cH:75][cH:76][cH:77][cH:78][cH:79]2)([c:80]2[cH:81][cH:82][cH:83][cH:84][cH:85]2)[c:86]2[cH:87][cH:88][cH:89][cH:90][cH:91]2)[P:92]([c:93]2[cH:94][cH:95][cH:96][cH:97][cH:98]2)([c:99]2[cH:100][cH:101][cH:102][cH:103][cH:104]2)[c:105]2[cH:106][cH:107][cH:108][cH:109][cH:110]2)([c:111]2[cH:112][cH:113][cH:114][cH:115][cH:116]2)[c:117]2[cH:118][cH:119][cH:120][cH:121][cH:122]2)[cH:123][cH:124]1>>[CH3:1][c:2]1[s:3][cH:4][c:5]([C:7](=[O:8])[NH:9][c:10]2[c:11]3[cH:12][n:13][nH:14][c:15]3[cH:16][c:17](-[c:29]3[cH:30][c:31]([S:35](=[O:36])(=[O:37])[NH2:38])[cH:32][n:33][cH:34]3)[cH:18]2)[n:6]1. The product is Cc1nc(C(=O)Nc2cc(-c3cncc(S(N)(=O)=O)c3)cc3[nH]ncc23)cs1. Starting materials: C(C)(C)(C)OC(=O)N1[C@H](COC[C@H]1C)C (Cis-4-tert-butoxycarbonyl-3,5-dimethylmorpholine), Cl.O1CCOCC1 (hydrochloric acid 1,4-dioxane). Conditions: time 3 day. The product is Cl.C[C@@H]1N[C@@H](COC1)C (Cis-3,5-dimethylmorpholine hydrochloride). As a reaction SMILES: C(OC([N:8]1[C@H:13]([CH3:14])[CH2:12][O:11][CH2:10][C@@H:9]1[CH3:15])=O)(C)(C)C.[ClH:16].O1CCOCC1>>[ClH:16].[CH3:15][C@H:9]1[CH2:10][O:11][CH2:12][C@@H:13]([CH3:14])[NH:8]1 |f:1.2,3.4|. Reported procedure: Cis-4-tert-butoxycarbonyl-3,5-dimethylmorpholine g, 8.18 mmol) was dissolved in 4N-hydrochloric acid/1,4-dioxane (50 mL), and the solution was stirred for 3 days at room temperature. The reaction liquor was concentrated under reduced pressure and dried, to obtain the title compound as an oily matter. This compound was used in the subsequent reaction without performing further purification. Reaction SMILES: [C:1]1(=[O:8])[CH2:6][CH2:5][CH2:4][C:3](=[O:7])[CH2:2]1.[CH3:9][C:10]([CH3:15])([CH2:13]O)[CH2:11][OH:12].C(Cl)Cl.[OH-].[Na+]>C1(C)C=CC(S(O)(=O)=O)=CC=1.O>[CH3:9][C:10]1([CH3:15])[CH2:11][O:12][C:3]2([CH2:4][CH2:5][CH2:6][C:1](=[O:8])[CH2:2]2)[O:7][CH2:13]1 |f:3.4|. Yields the product CC1(COC2(OC1)CC(CCC2)=O)C (3,3-dimethyl-1,5-dioxa-spiro[5.5]undecan-8-one). Procedure details: 448.5 g 1,3-cyclohexanedione, 416 g 2,2-dimethyl-1,3-propanediol and 12 g p-toluenesulfonic acid were introduced into 3,000 ml methylene chloride and the mixture was heated under reflux for 24 hours using a water separator. When the reaction had ended the mixture was cooled to room temperature and 2,000 ml 32% sodium hydroxide solution were added. The phases were separated and the organic phase was washed first with sodium bicarbonate solution (44.4 g sodium bicarbonate solution/850 ml water) an... Solvent: O (water). Isolated yield 43.6%. Starting materials: [OH-].[Na+] (sodium hydroxide), C1(CC(CCC1)=O)=O (1,3-cyclohexanedione), CC(CO)(CO)C (2,2-dimethyl-1,3-propanediol), C(Cl)Cl (methylene chloride). Reagents/catalysts: C1(=CC=C(C=C1)S(=O)(=O)O)C (p-toluenesulfonic acid).